From a dataset of the Open Reaction Database (ORD), a public repository of structured organic reaction records. describe an organic reaction: reactants, conditions, products, and yield Starting materials: Cc1ccccc1, O=C(O)C(=O)O, CCCCC(O)C1CCCC1=O. Yields the product CCCCC=C1CCCC1=O. RXN SMILES: [CH3:19][c:20]1[cH:21][cH:22][cH:23][cH:24][cH:25]1.[OH:13][C:14]([C:15](=[O:16])[OH:17])=[O:18].[OH:1][CH:2]([CH2:3][CH2:4][CH2:5][CH3:6])[CH:7]1[C:8](=[O:12])[CH2:9][CH2:10][CH2:11]1>>[CH:2]([CH2:3][CH2:4][CH2:5][CH3:6])=[C:7]1[C:8](=[O:12])[CH2:9][CH2:10][CH2:11]1.